This data is from the Open Reaction Database (ORD), a public repository of structured organic reaction records. The task is: describe an organic reaction: reactants, conditions, products, and yield The reactants are COC=1C=C(CNC(=O)C2=CC=C(C=C2)C2=C(C=CC(=C2)C=2OC(=NN2)C)C)C=CC1 (N-(3-methoxybenzyl)-2′-methyl-5′-(5-methyl-1,3,4-oxadiazol-2-yl)-1,1′-biphenyl-4-carboxamide), IC (iodomethane). The product is COC=1C=C(CN(C(=O)C2=CC=C(C=C2)C2=C(C=CC(=C2)C=2OC(=NN2)C)C)C)C=CC1 (N-(3-Methoxybenzyl)-N-methyl-2′-methyl-5′-(5-methyl-1,3,4-oxadiazol-2-yl)-1,1′-biphenyl-4-carboxamide). As a reaction SMILES: [CH3:1][O:2][C:3]1[CH:4]=[C:5]([CH:29]=[CH:30][CH:31]=1)[CH2:6][NH:7][C:8]([C:10]1[CH:15]=[CH:14][C:13]([C:16]2[CH:21]=[C:20]([C:22]3[O:23][C:24]([CH3:27])=[N:25][N:26]=3)[CH:19]=[CH:18][C:17]=2[CH3:28])=[CH:12][CH:11]=1)=[O:9].I[CH3:33]>>[CH3:1][O:2][C:3]1[CH:4]=[C:5]([CH:29]=[CH:30][CH:31]=1)[CH2:6][N:7]([CH3:33])[C:8]([C:10]1[CH:11]=[CH:12][C:13]([C:16]2[CH:21]=[C:20]([C:22]3[O:23][C:24]([CH3:27])=[N:25][N:26]=3)[CH:19]=[CH:18][C:17]=2[CH3:28])=[CH:14][CH:15]=1)=[O:9]. Procedure: N-(3-Methoxybenzyl)-N-methyl-2′-methyl-5′-(5-methyl-1,3,4-oxadiazol-2-yl)-1,1′-biphenyl-4-carboxamide was prepared from N-(3-methoxybenzyl)-2′-methyl-5′-(5-methyl-1,3,4-oxadiazol-2-yl)-1,1′-biphenyl-4-carboxamide and iodomethane using method L. NMR; δH [2H6]—DMSO 7.89,(1H, d), 7.76,(1H, b), 7.58-7.45,(5H, m), 7.30,(1H, t), 6.93-6.72,(3H, m), 4.67-4.51,(2H, m), 3.76,(3H, s), 2.92-2.89,(3H, m), 2.55,(3H, s), 2.32,(3H, s). LCMS; retention time 3.39 min, MH+ 428. Reactants: C(C1=CC=CC=C1)(=O)N1C[C@@H](CC1)N(C(CN(C1=CC=CC=C1)C1=CC=CC=C1)=O)C ((R)—N-(1-benzoyl-pyrrolidin-3-yl)-2-diphenylamino-N-methyl-acetamide). Reagents/catalysts: [Pd] (Pd/C). The solvent is CO (CH3OH). Run at time 24 hour. The product is C1(=CC=CC=C1)N(CC(=O)N([C@H]1CNCC1)C)C1=CC=CC=C1 ((R)-2-Diphenylamino-N-methyl-N-pyrrolidin-3-yl-acetamide). Yield: 114.1%. Reaction SMILES: C([N:9]1[CH2:13][CH2:12][C@@H:11]([N:14]([CH3:31])[C:15](=[O:30])[CH2:16][N:17]([C:24]2[CH:29]=[CH:28][CH:27]=[CH:26][CH:25]=2)[C:18]2[CH:23]=[CH:22][CH:21]=[CH:20][CH:19]=2)[CH2:10]1)(=O)C1C=CC=CC=1>CO.[Pd]>[C:24]1([N:17]([C:18]2[CH:23]=[CH:22][CH:21]=[CH:20][CH:19]=2)[CH2:16][C:15]([N:14]([CH3:31])[C@@H:11]2[CH2:12][CH2:13][NH:9][CH2:10]2)=[O:30])[CH:29]=[CH:28][CH:27]=[CH:26][CH:25]=1. Procedure: To a solution of (R)—N-(1-benzoyl-pyrrolidin-3-yl)-2-diphenylamino-N-methyl-acetamide (0.68 g, 1.7 mmol) in CH3OH (30 ml) was added Pd/C 20% (170 mg). The resulting slurry was hydrogenated at 50 psi for 24 hours. The catalyst was filtered through Celite and filtrate evaporated under reduced pressure to give 0.6 g of desired product.